Dataset: the Open Reaction Database (ORD), a public repository of structured organic reaction records. Task: describe an organic reaction: reactants, conditions, products, and yield Reactants: COC(=O)c1nccnc1NS(=O)(=O)Cc1cc(C(F)(F)F)ccc1Cl, CC#N, CCN(C(C)C)C(C)C, O=S(=O)(OCC(Cl)Cl)C(F)(F)F. Yields the product COC(=O)c1nccnc1N(CC(Cl)Cl)S(=O)(=O)Cc1cc(C(F)(F)F)ccc1Cl. RXN SMILES: [CH3:1][O:2][C:3](=[O:4])[c:5]1[n:6][cH:7][cH:8][n:9][c:10]1[NH:11][S:12](=[O:13])(=[O:14])[CH2:15][c:16]1[c:17]([Cl:26])[cH:18][cH:19][c:20]([C:22]([F:23])([F:24])[F:25])[cH:21]1.[CH3:48][C:49]#[N:50].[CH:27]([N:28]([CH2:29][CH3:30])[CH:31]([CH3:32])[CH3:33])([CH3:34])[CH3:35].[Cl:36][CH:37]([CH2:38][O:39][S:40]([C:41]([F:42])([F:43])[F:44])(=[O:45])=[O:46])[Cl:47]>>[CH3:1][O:2][C:3](=[O:4])[c:5]1[n:6][cH:7][cH:8][n:9][c:10]1[N:11]([S:12](=[O:13])(=[O:14])[CH2:15][c:16]1[c:17]([Cl:26])[cH:18][cH:19][c:20]([C:22]([F:23])([F:24])[F:25])[cH:21]1)[CH2:38][CH:37]([Cl:36])[Cl:47]. The reactants are CC#N, O=C(O)C(F)(F)F, Nc1ncnc2sc(-c3c(-c4ccccc4)ncn3CC3CCC4(CC3)OCCO4)nc12, O. Yields the product Nc1ncnc2sc(-c3c(-c4ccccc4)ncn3CC3CCC(=O)CC3)nc12. RXN SMILES: [CH3:41][C:42]#[N:43].[F:34][C:35]([F:36])([F:37])[C:38]([OH:39])=[O:40].[O:1]1[CH2:3][CH2:2][O:4][C:5]12[CH2:6][CH2:7][CH:8]([CH2:11][n:12]1[cH:13][n:14][c:15](-[c:27]3[cH:28][cH:29][cH:30][cH:31][cH:32]3)[c:16]1-[c:17]1[s:18][c:19]3[n:20][cH:21][n:22][c:23]([NH2:26])[c:24]3[n:25]1)[CH2:9][CH2:10]2.[OH2:33]>>[O:4]=[C:5]1[CH2:6][CH2:7][CH:8]([CH2:11][n:12]2[cH:13][n:14][c:15](-[c:27]3[cH:28][cH:29][cH:30][cH:31][cH:32]3)[c:16]2-[c:17]2[s:18][c:19]3[n:20][cH:21][n:22][c:23]([NH2:26])[c:24]3[n:25]2)[CH2:9][CH2:10]1.